Dataset: the Open Reaction Database (ORD), a public repository of structured organic reaction records. Task: describe an organic reaction: reactants, conditions, products, and yield The reactants are CN(CCCCl)C (3-dimethylaminopropyl chloride), [H-].[Na+] (sodium hydride), CN1C(C(SC2=C1C=CC=C2)C2=CC=C(C=C2)OC2OCCCC2)=O (3,4-dihydro-4-methyl-3-oxo-2-[4-(tetrahydropyran-2-yloxy)phenyl]-2H-1,4-benzothiazine), O (water). Solvent: CN(C=O)C (dimethylformamide), CN(C=O)C (dimethylformamide), CN(C=O)C (dimethylformamide). Conditions: time 30 minute. The product is CN(CCCC1(SC2=C(N(C1=O)C)C=CC=C2)C2=CC=C(C=C2)OC2OCCCC2)C (3,4-Dihydro-2-(3-dimethylaminopropyl)-4-methyl-3-oxo-2-[4-(tetrahydropyran-2-yloxy)phenyl]-2H-1,4-benzothiazine). Yield: 81.0%. As a reaction SMILES: [H-].[Na+].[CH3:3][N:4]1[C:9]2[CH:10]=[CH:11][CH:12]=[CH:13][C:8]=2[S:7][CH:6]([C:14]2[CH:19]=[CH:18][C:17]([O:20][CH:21]3[CH2:26][CH2:25][CH2:24][CH2:23][O:22]3)=[CH:16][CH:15]=2)[C:5]1=[O:27].[CH3:28][N:29]([CH3:34])[CH2:30][CH2:31][CH2:32]Cl.O>CN(C)C=O>[CH3:28][N:29]([CH3:34])[CH2:30][CH2:31][CH2:32][C:6]1([C:14]2[CH:15]=[CH:16][C:17]([O:20][CH:21]3[CH2:26][CH2:25][CH2:24][CH2:23][O:22]3)=[CH:18][CH:19]=2)[C:5](=[O:27])[N:4]([CH3:3])[C:9]2[CH:10]=[CH:11][CH:12]=[CH:13][C:8]=2[S:7]1 |f:0.1|. Procedure: To a stirred suspension of 60% sodium hydride (3.1 g) in dimethylformamide (30 ml), 3,4-dihydro-4-methyl-3-oxo-2-[4-(tetrahydropyran-2-yloxy)phenyl]-2H-1,4-benzothiazine (25.0 g) dissolved in dimethylformamide (60 ml) is added under nitrogen atmosphere, and the mixture is stirred for 30 minutes. A solution of 3-dimethylaminopropyl chloride in dimethylformamide [prepared by mixing of 3-dimethylaminopropyl chloride hydrochloride (13.3 g) and triethylamine (11.8 ml) in dimethylformamide (50 ml) and... Reactants: C(C1=CC=CC=C1)(=O)NC(=S)NC1=NC=C(C=C1OCC1=CC=CC=C1)Br (1-benzoyl-3-(3-(benzyloxy)-5-bromopyridin-2-yl)thiourea), [OH-].[Na+] (sodium hydroxide). Run in O (water). The product is C(C1=CC=CC=C1)OC=1C(=NC=C(C1)Br)NC(=S)N (1-(3-(benzyloxy)-5-bromopyridin-2-yl)thiourea). Yield: 92.0%. RXN SMILES: C([NH:9][C:10]([NH:12][C:13]1[C:18]([O:19][CH2:20][C:21]2[CH:26]=[CH:25][CH:24]=[CH:23][CH:22]=2)=[CH:17][C:16]([Br:27])=[CH:15][N:14]=1)=[S:11])(=O)C1C=CC=CC=1.[OH-].[Na+]>O>[CH2:20]([O:19][C:18]1[C:13]([NH:12][C:10]([NH2:9])=[S:11])=[N:14][CH:15]=[C:16]([Br:27])[CH:17]=1)[C:21]1[CH:26]=[CH:25][CH:24]=[CH:23][CH:22]=1 |f:1.2|. Procedure details: A 1 L round-bottom flask was charged with 1-benzoyl-3-(3-(benzyloxy)-5-bromopyridin-2-yl)thiourea (17.9 g, 40.5 mmol) and 3M sodium hydroxide (3.3 mL, 9.9 mmol), and the reaction mixture was refluxed overnight. The reaction mixture was then cooled, poured into water, and filtered to provide 1-(3-(benzyloxy)-5-bromopyridin-2-yl)thiourea (12.6 g, 92.2% yield) as a yellow solid. 1H NMR (CDCl3) δ 10.60 (bs, 1H), 8.59 (bs, 1H), 7.87 (d, 1H), 7.40 (m, 5H), 7.30 (d, 1H), 6.90 (m, 1H), 5.15 (s, 2H). Mas...